From a dataset of the Open Reaction Database (ORD), a public repository of structured organic reaction records. describe an organic reaction: reactants, conditions, products, and yield The reactants are product A6, N1(CCNCC1)CC(=O)N1CCCC1 (2-piperazin-1-yl-1-pyrrolidin-1-yl-ethanone), Cl.COC1=CC=C(C=2CC(OC21)(C)C)C2=NN(C([C@@H]1CC=CC[C@H]21)=O)C2=CC=C(C=C2)C(=O)N2CCN(CC2)C\C=C\C2=CC=CC=C2 ((4aS,8aR)-4-(7-methoxy-2,2-dimethyl-2,3-dihydro-benzofuran-4-yl)-2-(4-{1-[4-((E)-3-phenyl-allyl)-piperazin-1-yl]-methanoyl}-phenyl)-4a,5,8,8a-tetrahydro-2H-phthalazin-1-one hydrochloride). Yields the product Cl.COC=1C=C(C=CC1OC)C1=NN(C([C@@H]2CC=CC[C@H]12)=O)C1=CC=C(C=C1)C(=O)N1CCN(CC1)CC(N1CCCC1)=O ((4aS,8aR)-4-(3,4-Dimethoxy-phenyl)-2-(4-{1-[4-(2-oxo-2-pyrrolidin-1-yl-ethyl)-piperazin-1-yl]-methanoyl}-phenyl)-4a,5,8,8a-tetrahydro-2H-phthalazin-1-one hydrochloride). As a reaction SMILES: [N:1]1([CH2:7][C:8]([N:10]2[CH2:14][CH2:13][CH2:12][CH2:11]2)=[O:9])[CH2:6][CH2:5][NH:4][CH2:3][CH2:2]1.[ClH:15].[CH3:16][O:17][C:18]1[C:26]2[O:25][C:24](C)(C)C[C:22]=2[C:21]([C:29]2[C@@H:38]3[C@@H:33]([CH2:34][CH:35]=[CH:36][CH2:37]3)[C:32](=[O:39])[N:31]([C:40]3[CH:45]=[CH:44][C:43]([C:46](N4CCN(C/C=C/C5C=CC=CC=5)CC4)=[O:47])=[CH:42][CH:41]=3)[N:30]=2)=[CH:20][CH:19]=1>>[ClH:15].[CH3:24][O:25][C:26]1[CH:22]=[C:21]([C:29]2[C@@H:38]3[C@@H:33]([CH2:34][CH:35]=[CH:36][CH2:37]3)[C:32](=[O:39])[N:31]([C:40]3[CH:41]=[CH:42][C:43]([C:46]([N:4]4[CH2:3][CH2:2][N:1]([CH2:7][C:8](=[O:9])[N:10]5[CH2:11][CH2:12][CH2:13][CH2:14]5)[CH2:6][CH2:5]4)=[O:47])=[CH:44][CH:45]=3)[N:30]=2)[CH:20]=[CH:19][C:18]=1[O:17][CH3:16] |f:1.2,3.4|. Reported procedure: Prepared from intermediate product A6 and 2-piperazin-1-yl-1-pyrrolidin-1-yl-ethanone as described for compound 8. M.p. 160–161° C. The reactants are ClC1=C(C=CC=C1)C(C(C#N)=C1SC=C(N1)C1=CC=CC=C1)=O (3-(2-chlorophenyl)-3-oxo-2-(4-phenyl-2,3-dihydrothiazole-2-ylidene)-propionitrile), C(CCC)N (n-butylamine). Run in O1CCOCC1 (dioxane). Product: ClC1=C(C=CC=C1)C(=C(C=1SC=C(N1)C1=CC=CC=C1)C#N)[O-].C(CCC)[NH3+] (n-butylammonium-[1-(2-chlorophenyl)-2-cyano-2-(4-phenylthiazole-2-yl)-ethenolate]). As a reaction SMILES: [Cl:1][C:2]1[CH:7]=[CH:6][CH:5]=[CH:4][C:3]=1[C:8](=[O:23])[C:9](=[C:12]1[NH:16][C:15]([C:17]2[CH:22]=[CH:21][CH:20]=[CH:19][CH:18]=2)=[CH:14][S:13]1)[C:10]#[N:11].[CH2:24]([NH2:28])[CH2:25][CH2:26][CH3:27]>O1CCOCC1>[Cl:1][C:2]1[CH:7]=[CH:6][CH:5]=[CH:4][C:3]=1[C:8]([O-:23])=[C:9]([C:10]#[N:11])[C:12]1[S:13][CH:14]=[C:15]([C:17]2[CH:18]=[CH:19][CH:20]=[CH:21][CH:22]=2)[N:16]=1.[CH2:24]([NH3+:28])[CH2:25][CH2:26][CH3:27] |f:3.4|. Procedure: 10.17 g (0.03 mol) of 3-(2-chlorophenyl)-3-oxo-2-(4-phenyl-2,3-dihydrothiazole-2-ylidene)-propionitrile were suspended in 15 ml dioxane and were reacted at 25° C. with 2.19 g (0.03 mol) n-butylamine. After short stirring a solution was formed. The solution was then concentrated in a vacuum and the residue was treated with a small amount of a cyclohexane-chloroform mixture. The crystals were removed by suction and digested with hot diisopropylether.